The task is: describe an organic reaction: reactants, conditions, products, and yield. This data is from the Open Reaction Database (ORD), a public repository of structured organic reaction records. Reactants: Cl, O=C(Cl)c1ccc(F)cc1, [Na+], [OH-], O=C(O)C1CCCN1. Yields the product O=C(O)C1CCCN1C(=O)c1ccc(F)cc1. As a reaction SMILES: [ClH:21].[F:11][c:12]1[cH:13][cH:14][c:15]([C:16](=[O:17])[Cl:18])[cH:19][cH:20]1.[Na+:10].[OH-:9].[OH:1][C:2](=[O:3])[CH:4]1[CH2:5][CH2:6][CH2:7][NH:8]1>>[OH:1][C:2](=[O:3])[CH:4]1[CH2:5][CH2:6][CH2:7][N:8]1[C:16]([c:15]1[cH:14][cH:13][c:12]([F:11])[cH:20][cH:19]1)=[O:17].